From a dataset of the Open Reaction Database (ORD), a public repository of structured organic reaction records. describe an organic reaction: reactants, conditions, products, and yield Reactants: BrC1=C(C=C2C=C(NC2=C1)C(=O)N1CCN(CC1)S(=O)(=O)N1CCCCC1)OC1CCN(CC1)C(C)C ([6-Bromo-5-(1-isopropyl-piperidin-4-yloxy)-1H-indol-2-yl]-[4-(piperidine-1-sulfonyl)-piperazin-1-yl]-methanone), ClC1=NC=CC(=C1)B(O)O (2-chloropyridine-4-boronic acid), N1=CC=CC=C1 (pyridine). Reagents/catalysts: C(C)(=O)[O-].[Cu+2].C(C)(=O)[O-] (copper(II) acetate). The solvent is C(Cl)(Cl)Cl (chloroform). Run at temperature 35 celsius, time 18 hour. Product: BrC1=C(C=C2C=C(N(C2=C1)C1=CC(=NC=C1)Cl)C(=O)N1CCN(CC1)S(=O)(=O)N1CCCCC1)OC1CCN(CC1)C(C)C ([6-Bromo-1-(2-chloro-pyridin-4-yl)-5-(1-isopropyl-piperidin-4-yloxy)-1H-indol-2-yl]-[4-(piperidine-1-sulfonyl)-piperazin-1-yl]-methanone). Isolated yield 47.5%. RXN SMILES: [Br:1][C:2]1[CH:10]=[C:9]2[C:5]([CH:6]=[C:7]([C:11]([N:13]3[CH2:18][CH2:17][N:16]([S:19]([N:22]4[CH2:27][CH2:26][CH2:25][CH2:24][CH2:23]4)(=[O:21])=[O:20])[CH2:15][CH2:14]3)=[O:12])[NH:8]2)=[CH:4][C:3]=1[O:28][CH:29]1[CH2:34][CH2:33][N:32]([CH:35]([CH3:37])[CH3:36])[CH2:31][CH2:30]1.[Cl:38][C:39]1[CH:44]=[C:43](B(O)O)[CH:42]=[CH:41][N:40]=1.N1C=CC=CC=1>C(Cl)(Cl)Cl.C([O-])(=O)C.[Cu+2].C([O-])(=O)C>[Br:1][C:2]1[CH:10]=[C:9]2[C:5]([CH:6]=[C:7]([C:11]([N:13]3[CH2:14][CH2:15][N:16]([S:19]([N:22]4[CH2:23][CH2:24][CH2:25][CH2:26][CH2:27]4)(=[O:21])=[O:20])[CH2:17][CH2:18]3)=[O:12])[N:8]2[C:43]2[CH:42]=[CH:41][N:40]=[C:39]([Cl:38])[CH:44]=2)=[CH:4][C:3]=1[O:28][CH:29]1[CH2:30][CH2:31][N:32]([CH:35]([CH3:37])[CH3:36])[CH2:33][CH2:34]1 |f:4.5.6|. Procedure details: A suspension of 0.15 g (0.25 mmol) [6-bromo-5-(1-isopropyl-piperidin-4-yloxy)-1H-indol-2-yl]-[4-(piperidine-1-sulfonyl)-piperazin-1-yl]-methanone (example 1), 119 mg (0.76 mmol) 2-chloropyridine-4-boronic acid, 91 mg (0.50 mmol) copper(II) acetate and 80 μL (78 mg, 1.0 mmol) pyridine in 4 ml chloroform was stirred 18 h at 35° C. The volatile components were evaporated under reduced pressure and the residue was purified by flash chromatography on silica gel with a gradient of dichloromethane:meth... Starting materials: OC1=C(C=CC=C1)NC(=O)C1=C(SC(=C1)C)Br (N-(2-hydroxyphenyl)-2-bromo-5-methyl-3-thiophenecarboxamide), C([O-])([O-])=O.[K+].[K+] (potassium carbonate), O (water). Run in CS(=O)C (dimethyl sulfoxide). Run at temperature 140 celsius, time 1.5 hour. The product is CC1=CC2=C(OC3=C(NC2=O)C=CC=C3)S1 (2-methylthieno[2,3-b][1,5]benzoxazepin-4(5H)-one). The yield is 29.7%. RXN SMILES: [OH:1][C:2]1[CH:7]=[CH:6][CH:5]=[CH:4][C:3]=1[NH:8][C:9]([C:11]1[CH:15]=[C:14]([CH3:16])[S:13][C:12]=1Br)=[O:10].C(=O)([O-])[O-].[K+].[K+].O>CS(C)=O>[CH3:16][C:14]1[S:13][C:12]2[O:1][C:2]3[CH:7]=[CH:6][CH:5]=[CH:4][C:3]=3[NH:8][C:9](=[O:10])[C:11]=2[CH:15]=1 |f:1.2.3|. Reported procedure: To a solution of N-(2-hydroxyphenyl)-2-bromo-5-methyl-3-thiophenecarboxamide (15 g) in dimethyl sulfoxide (100 ml) was added potassium carbonate (13 g), and the mixture was stirred at 140° C. for 1.5 hours. The reaction system was cooled to room temperature and the reaction mixture was poured into water (800 ml). After neutralization with hydrochloric acid, the mixture was extracted twice with chloroform and washed with water and saturated aqueous sodium hydrogencarbonate solution. The organic l... Starting materials: CCc1ccc(Cc2c(OC3OC(CO)C(O)C(O)C3O)n[nH]c2C)cc1, CCI. Yields the product CCc1ccc(Cc2c(OC3OC(CO)C(O)C(O)C3O)nn(CC)c2C)cc1. As a reaction SMILES: [CH2:1]([CH3:2])[c:3]1[cH:4][cH:5][c:6]([CH2:9][c:10]2[c:11]([O:16][CH:17]3[CH:18]([OH:19])[CH:20]([OH:21])[CH:22]([OH:23])[CH:24]([CH2:26][OH:27])[O:25]3)[n:12][nH:13][c:14]2[CH3:15])[cH:7][cH:8]1.[I:28][CH2:29][CH3:30]>>[CH2:1]([CH3:2])[c:3]1[cH:4][cH:5][c:6]([CH2:9][c:10]2[c:11]([O:16][CH:17]3[CH:18]([OH:19])[CH:20]([OH:21])[CH:22]([OH:23])[CH:24]([CH2:26][OH:27])[O:25]3)[n:12][n:13]([CH2:29][CH3:30])[c:14]2[CH3:15])[cH:7][cH:8]1. The reactants are ClC1=CC=C(C=N1)O (6-chloro-pyridin-3-ol), FC1=C(C=O)C=CC=C1 (2-fluorobenzaldehyde), C([O-])([O-])=O.[K+].[K+] (potassium carbonate). Reagents/catalysts: [Cu] (copper). The solvent is CN(C)C=O (DMF). Product: ClC1=CC=C(C=N1)OC1=C(C=O)C=CC=C1 (2-(6-Chloro-pyridin-3-yloxy)-benzaldehyde). The yield is 93.6%. Reaction SMILES: [Cl:1][C:2]1[N:7]=[CH:6][C:5]([OH:8])=[CH:4][CH:3]=1.F[C:10]1[CH:17]=[CH:16][CH:15]=[CH:14][C:11]=1[CH:12]=[O:13].C(=O)([O-])[O-].[K+].[K+]>CN(C=O)C.[Cu]>[Cl:1][C:2]1[N:7]=[CH:6][C:5]([O:8][C:10]2[CH:17]=[CH:16][CH:15]=[CH:14][C:11]=2[CH:12]=[O:13])=[CH:4][CH:3]=1 |f:2.3.4|. Procedure: A mixture of 6-chloro-pyridin-3-ol (418 mg, 3.2 mmol), 2-fluorobenzaldehyde (522 mg, 4.21 mmol), potassium carbonate (442 mg, 3.2 mmol) and copper powder (201 mg, 3.2 mmol) was heated in DMF (6.4 mL) at 120° C. for 6 hours. The reaction was then cooled, and concentrated to an oil. The residue was purified by flash chromatography (eluting with 20% ethyl acetate/hexane) to give the title compound as a brown solid (700 mg, 93%).